This data is from the Open Reaction Database (ORD), a public repository of structured organic reaction records. The task is: describe an organic reaction: reactants, conditions, products, and yield Starting materials: ClC1=CC=C(O1)C1=C2C(=NC(=C1C#N)C1=C(C(=CC=C1F)F)F)NN=C2C (4-(5-chlorofuran-2-yl)-3-methyl-6-(2,3,6-trifluorophenyl)-1H-pyrazolo[3,4-b]pyridine-5-carbonitrile), N1CCOCC1 (morpholine). Product: CC1=NNC2=NC(=C(C(=C21)C=2OC(=CC2)N2CCOCC2)C#N)C2=C(C(=CC=C2F)F)F (3-methyl-4-(5-morpholinofuran-2-yl)-6-(2,3,6-trifluorophenyl)-1H-pyrazolo[3,4-b]pyridine-5-carbonitrile). Isolated yield 35.0%. Reaction SMILES: Cl[C:2]1[O:6][C:5]([C:7]2[C:12]([C:13]#[N:14])=[C:11]([C:15]3[C:20]([F:21])=[CH:19][CH:18]=[C:17]([F:22])[C:16]=3[F:23])[N:10]=[C:9]3[NH:24][N:25]=[C:26]([CH3:27])[C:8]=23)=[CH:4][CH:3]=1.[NH:28]1[CH2:33][CH2:32][O:31][CH2:30][CH2:29]1>>[CH3:27][C:26]1[C:8]2[C:9](=[N:10][C:11]([C:15]3[C:20]([F:21])=[CH:19][CH:18]=[C:17]([F:22])[C:16]=3[F:23])=[C:12]([C:13]#[N:14])[C:7]=2[C:5]2[O:6][C:2]([N:28]3[CH2:33][CH2:32][O:31][CH2:30][CH2:29]3)=[CH:3][CH:4]=2)[NH:24][N:25]=1. Procedure: A solution of 2.0 g (5.0 mmol) of 4-(5-chlorofuran-2-yl)-3-methyl-6-(2,3,6-trifluorophenyl)-1H-pyrazolo[3,4-b]pyridine-5-carbonitrile in 11 ml of morpholine is refluxed for 20 h. The mixture is then concentrated, dissolved in dichloromethane and washed three times with 1N hydrochloric acid solution. The organic phase is dried over magnesium sulfate, filtered, and concentrated. The residue obtained is purified by chromatography on silica (ethyl acetate gradient in dichloromethane: 10 to 20%) to g... Reactants: CCn1ncc(Br)c(Br)c1=O, COCOc1ccc(CO)cc1, CN(C)C=O, [K+], [OH-], O. Product: CCn1ncc(OCc2ccc(OCOC)cc2)c(Br)c1=O. As a reaction SMILES: [Br:1][c:2]1[c:3](=[O:11])[n:4]([CH2:9][CH3:10])[n:5][cH:6][c:7]1[Br:8].[CH3:12][O:13][CH2:14][O:15][c:16]1[cH:17][cH:18][c:19]([CH2:20][OH:21])[cH:22][cH:23]1.[CH3:27][N:28]([CH3:29])[CH:30]=[O:31].[K+:25].[OH-:24].[OH2:26]>>[Br:1][c:2]1[c:3](=[O:11])[n:4]([CH2:9][CH3:10])[n:5][cH:6][c:7]1[O:21][CH2:20][c:19]1[cH:18][cH:17][c:16]([O:15][CH2:14][O:13][CH3:12])[cH:23][cH:22]1. Starting materials: C(=O)(OC)C1=C2C=3C(CCCC3NC2=CC=C1)=O (5-carbomethoxy-1,2-dihydro-9H-carbazol-4(3H)-one), CC=1C=C(CBr)C=C(C1)C (3,5-dimethylbenzyl bromide), C([O-])([O-])=O.[K+].[K+] (potassium carbonate). Solvent: CN(C)C=O (DMF), C(C)(=O)OCC (ethyl acetate). Run at time 19 hour. Product: CC=1C=C(C=C(C1)C)CN1C2=CC=CC(=C2C=2C(CCCC12)=O)C(=O)OC (9-[(3,5-dimethylphenyl)methyl]-5-carbomethoxy-1,2-dihydrocarbazol-4(3H)-one). The yield is 66.5%. Reaction SMILES: [C:1]([C:5]1[CH:17]=[CH:16][CH:15]=[C:14]2[C:6]=1[C:7]1[C:8](=[O:18])[CH2:9][CH2:10][CH2:11][C:12]=1[NH:13]2)([O:3][CH3:4])=[O:2].[CH3:19][C:20]1[CH:21]=[C:22]([CH:25]=[C:26]([CH3:28])[CH:27]=1)[CH2:23]Br.C(=O)([O-])[O-].[K+].[K+]>CN(C=O)C.C(OCC)(=O)C>[CH3:19][C:20]1[CH:27]=[C:26]([CH2:28][N:13]2[C:12]3[CH2:11][CH2:10][CH2:9][C:8](=[O:18])[C:7]=3[C:6]3[C:14]2=[CH:15][CH:16]=[CH:17][C:5]=3[C:1]([O:3][CH3:4])=[O:2])[CH:25]=[C:22]([CH3:23])[CH:21]=1 |f:2.3.4|. Procedure details: A suspension of 5-carbomethoxy-1,2-dihydro-9H-carbazol-4(3H)-one (850 mg, 3.5 mM), 3,5-dimethylbenzyl bromide (765 mg, 3.8 mM), and potassium carbonate (500 mg, 3.61 mM) in 25 mL DMF was stirred at room temperature for 19 hours. The mixture was diluted with ethyl acetate, washed with H2O and saturated brine, dried over anhydrous magnesium sulfate, filtered, concentrated. The residue was purified by column chromatography on silica gel (elution with ethyl acetate) to afford 0.84 g (67%) of the 9-[... The reactants are C(C)(C)NC(C)C.[Li] (lithium diisopropylamine), BrC=1C=NC=C(C1)F (3-bromo-5-fluoropyridine), ClC(=O)OCC (ethyl chloroformate). Run in CCOC(=O)C (EtOAc), C1CCOC1 (THF). Run at temperature -78 celsius, time 1 hour. The product is C(C)OC(C1=C(C=NC=C1F)Br)=O (3-bromo-5-fluoro-isonicotinic acid ethyl ester). Isolated yield 100.0%. As a reaction SMILES: [Br:1][C:2]1[CH:3]=[N:4][CH:5]=[C:6]([F:8])[CH:7]=1.C(NC(C)C)(C)C.[Li].Cl[C:18]([O:20][CH2:21][CH3:22])=[O:19]>C1COCC1.CCOC(C)=O>[CH2:21]([O:20][C:18](=[O:19])[C:7]1[C:6]([F:8])=[CH:5][N:4]=[CH:3][C:2]=1[Br:1])[CH3:22] |f:1.2,^1:15|. Reported procedure: To a round bottom flask is added 3-bromo-5-fluoropyridine (475 mg, 2.7 mmol) in 4 ml of dry THF at −78° C., followed by the addition of lithium diisopropylamine (1.62 ml, 3.24 mmol). The reaction mixture is stirred at −78° C. for 1 hour, followed by the addition of ethyl chloroformate (586 mg, 5.4 mmol). The reaction mixture is warmed up to room temperature and stirred for 1 hour. The reaction mixture is diluted with EtOAc, washed with saturated NH4Cl/water, brine, dried over anhydrous Na2SO4, f... Reactants: CCOC(=O)CBr, CCOCn1nccc1C(O)c1ccc(O)c(Cl)c1Cl. Product: CCOCn1nccc1C(O)c1ccc(OCC(=O)OCC)c(Cl)c1Cl. Reaction SMILES: [Br:21][CH2:22][C:23](=[O:24])[O:25][CH2:26][CH3:27].[CH2:1]([CH3:2])[O:3][CH2:4][n:5]1[n:6][cH:7][cH:8][c:9]1[CH:10]([c:11]1[c:12]([Cl:19])[c:13]([Cl:18])[c:14]([OH:17])[cH:15][cH:16]1)[OH:20]>>[CH2:1]([CH3:2])[O:3][CH2:4][n:5]1[n:6][cH:7][cH:8][c:9]1[CH:10]([c:11]1[c:12]([Cl:19])[c:13]([Cl:18])[c:14]([O:17][CH2:22][C:23](=[O:24])[O:25][CH2:26][CH3:27])[cH:15][cH:16]1)[OH:20]. Starting materials: ClC1=[N+](C(=CC=C1)Cl)[O-] (2,6-dichloropyridine N-oxide), C(CCCCCCC)O (1-octanol), [Na] (sodium). Run in CS(=O)C (DMSO). Product: [OH-] (hydroxide), ClC1=[N+](C(=CC=C1)OCCCCCCCC)[O-] (2-chloro-6-octyloxypyridine N-oxide). As a reaction SMILES: Cl[C:2]1[CH:7]=[CH:6][CH:5]=[C:4]([Cl:8])[N+:3]=1[O-:9].[CH2:10]([OH:18])[CH2:11][CH2:12][CH2:13][CH2:14][CH2:15][CH2:16][CH3:17].[Na]>CS(C)=O>[OH-:9].[Cl:8][C:4]1[CH:5]=[CH:6][CH:7]=[C:2]([O:18][CH2:10][CH2:11][CH2:12][CH2:13][CH2:14][CH2:15][CH2:16][CH3:17])[N+:3]=1[O-:9] |^1:18|. Procedure: The 0.82 g (0.0050 moles) of 2,6-dichloropyridine N-oxide and 0.658 g (99%) (0.0050 moles) of 1-octanol was reacted with 0.200 g (0.0050 moles) of ground sodium. hydroxide in 8.2 ml of DMSO at 80° C. for 4.5 hours to give 2-chloro-6-octyloxypyridine N-oxide. It was reacted with 0.600 g (0.015 moles) of ground sodium hydroxide at 80° C. for 2.5 hours to give 1-hydroxy-6-octyoxypyridine-2(1H)-one. After cooling, it was added 74 ml of water and was adjusted with 6N HCL to pH 3. The precipitate was ...